describe an organic reaction: reactants, conditions, products, and yield From a dataset of the Open Reaction Database (ORD), a public repository of structured organic reaction records. Reactants: C1OC2[C@H](CCCCCCC(=O)OC)[C@H](CC2OC1)C=CC(CCC=C(C)C)=O (9-ethylenedioxy-15-keto-19-methyl-prost-13,18-dienoic acid, methyl ester). Reagents/catalysts: [Ni] (Raney-nickel). The solvent is C(C)O (ethanol). Product: C1OC2[C@H](CCCCCCC(=O)OC)[C@H](CC2OC1)CCC(CCC=C(C)C)=O (9-ethylenedioxy-15-keto-19-methyl-prost-18-enoic acid, methyl ester). The yield is 88.2%. Reaction SMILES: [CH2:1]1[CH2:19][O:18][CH:17]2[CH:3]([C@@H:4]([C@@H:15]([CH:20]=[CH:21][C:22](=[O:29])[CH2:23][CH2:24][CH:25]=[C:26]([CH3:28])[CH3:27])[CH2:16]2)[CH2:5][CH2:6][CH2:7][CH2:8][CH2:9][CH2:10][C:11]([O:13][CH3:14])=[O:12])[O:2]1>C(O)C.[Ni]>[CH2:1]1[CH2:19][O:18][CH:17]2[CH:3]([C@@H:4]([C@@H:15]([CH2:20][CH2:21][C:22](=[O:29])[CH2:23][CH2:24][CH:25]=[C:26]([CH3:27])[CH3:28])[CH2:16]2)[CH2:5][CH2:6][CH2:7][CH2:8][CH2:9][CH2:10][C:11]([O:13][CH3:14])=[O:12])[O:2]1. Reported procedure: To the solution of 4.4 g of 9-ethylenedioxy-15-keto-19-methyl-prost-13,18-dienoic acid, methyl ester, in ethanol (60 ml.) are added 0.8 g of Raney-nickel washed with ethanol and the mixture is hydrogenated at room temperature under pressure. After absorption of the theoretical quantity of hydrogen the catalyzer is separated by filtration and the solvent evaporated in vacuo, to yield 3.9 g of 9-ethylenedioxy-15-keto-19-methyl-prost-18-enoic acid, methyl ester. Starting materials: OCC1=CC=C(C(=O)O)C=C1 (4-hydroxymethylbenzoic acid), C(C=C)Br (allyl bromide), C(C)(C)N(CC)C(C)C (diisopropylethylamine), ClCCl (dichloromethane). The solvent is C(Cl)(Cl)Cl (CHCl3). The product is OCC1=CC=C(C(=O)OCC=C)C=C1 (Allyl 4-Hydroxymethylbenzoate). Yield: 69.4%. RXN SMILES: [OH:1][CH2:2][C:3]1[CH:11]=[CH:10][C:6]([C:7]([OH:9])=[O:8])=[CH:5][CH:4]=1.[CH2:12](Br)[CH:13]=[CH2:14].C(N(C(C)C)CC)(C)C.ClCCl>C(Cl)(Cl)Cl>[OH:1][CH2:2][C:3]1[CH:4]=[CH:5][C:6]([C:7]([O:9][CH2:14][CH:13]=[CH2:12])=[O:8])=[CH:10][CH:11]=1. Reported procedure: To a solution of 4-hydroxymethylbenzoic acid (0.5 g, 3.3 mmol) in CHCl3 (10 mL) was added allyl bromide (0.6 mL, 0.84 g, 6.9 mmol) and diisopropylethylamine (1.3 mL, 0.96 g, 7.5 mmol). The resulting reaction mixture was allowed to reflux under nitrogen for 2.5 h. Upon cooling to rt, dichloromethane (50 mL) was added and the organic layer was washed with 0.1 N HCl (3×30 mL), 5% NaHCO3 solution (1×30 mL) and brine (1×30 mL). Upon drying (MgSO4), filtration of the drying agent and concentration, th... Starting materials: ( 9 ), C1(=CC=CC=C1)C (toluene), S(O)(O)(=O)=O (sulfuric acid), BrC1=NC=CC(=C1)C(=O)O (2-bromo4-pyridine carboxylic acid), C([O-])(O)=O.[Na+] (sodium bicarbonate). Solvent: C(C)O (ethanol). The product is C(C)OC(=O)C1=CC(=NC=C1)Br (2-Bromo4-pyridinecarboxylic acid ethyl ester). As a reaction SMILES: [Br:1][C:2]1[CH:7]=[C:6]([C:8]([OH:10])=[O:9])[CH:5]=[CH:4][N:3]=1.[C:11]1(C)C=CC=C[CH:12]=1.S(=O)(=O)(O)O.C(=O)(O)[O-].[Na+]>C(O)C>[CH2:11]([O:9][C:8]([C:6]1[CH:5]=[CH:4][N:3]=[C:2]([Br:1])[CH:7]=1)=[O:10])[CH3:12] |f:3.4|. Procedure: To a suspension of 2-bromo4-pyridine carboxylic acid (prepared according to the method of Ashimori, Chem. Pharm. Bull. 38 (9) 2446-2458 (1990)) in 2:1 toluene: absolute ethanol (45 mL) was added sulfuric acid (0.75 mL). The mixture was heated at reflux for 16 h. The mixture was poured into saturated aqueous sodium bicarbonate and extracted with chloroform (3 times). The combined chloroform extracts were dried over magnesium sulfate, filtered and concentrated afforded the crude product as a yello... Reactants: [BH4-], O=C([O-])O, CCO, [Na+], [Na+], O=C1CN(Cc2ccccc2)CC(=O)N1CCOc1ccccc1, O. Yields the product O=C1CN(Cc2ccccc2)CC(O)N1CCOc1ccccc1. RXN SMILES: [BH4-:25].[C:31](=[O:32])([OH:33])[O-:34].[CH3:28][CH2:29][OH:30].[Na+:26].[Na+:35].[O:1]([c:2]1[cH:3][cH:4][cH:5][cH:6][cH:7]1)[CH2:8][CH2:9][N:10]1[C:11](=[O:24])[CH2:12][N:13]([CH2:17][c:18]2[cH:19][cH:20][cH:21][cH:22][cH:23]2)[CH2:14][C:15]1=[O:16].[OH2:27]>>[O:1]([c:2]1[cH:3][cH:4][cH:5][cH:6][cH:7]1)[CH2:8][CH2:9][N:10]1[C:11](=[O:24])[CH2:12][N:13]([CH2:17][c:18]2[cH:19][cH:20][cH:21][cH:22][cH:23]2)[CH2:14][CH:15]1[OH:16].